From a dataset of the Open Reaction Database (ORD), a public repository of structured organic reaction records. describe an organic reaction: reactants, conditions, products, and yield Reactants: C(C)(C)(C)OC(=O)NC1=CC=C(C2=CC=CC=C12)C(=O)C1=CC(=NC=C1)NC(=O)OC(C)(C)C ((4-(tert-butoxycarbonyl)aminonaphthalen-1-yl)(2-(tert-butoxycarbonyl)amino pyridin-4-yl)methanone), C(=O)(C(F)(F)F)O (TFA). Run in C(Cl)Cl (DCM). Run at temperature 0 celsius. Yields the product NC1=CC=C(C2=CC=CC=C12)C(=O)C1=CC(=NC=C1)N ((4-Aminonaphthalen-1-yl)(2-aminopyridin-4-yl)methanone). RXN SMILES: C(OC([NH:8][C:9]1[C:18]2[C:13](=[CH:14][CH:15]=[CH:16][CH:17]=2)[C:12]([C:19]([C:21]2[CH:26]=[CH:25][N:24]=[C:23]([NH:27]C(OC(C)(C)C)=O)[CH:22]=2)=[O:20])=[CH:11][CH:10]=1)=O)(C)(C)C.C(O)(C(F)(F)F)=O>C(Cl)Cl>[NH2:8][C:9]1[C:18]2[C:13](=[CH:14][CH:15]=[CH:16][CH:17]=2)[C:12]([C:19]([C:21]2[CH:26]=[CH:25][N:24]=[C:23]([NH2:27])[CH:22]=2)=[O:20])=[CH:11][CH:10]=1. Procedure details: To a solution of (4-(tert-butoxycarbonyl)aminonaphthalen-1-yl)(2-(tert-butoxycarbonyl)amino pyridin-4-yl)methanone (378 mg, 0.815 mmol) in DCM (20 mL) under N2 at 0° C. was added TFA (4.0 mL, 50 mmol). After 30 min at 0° C. the reaction mixture was warmed to RT for 4.5 hr and was then evaporated in vacuo. The residue was subjected to purification by SCX capture and release to afford the title compound, Intermediate G1, as a yellow solid (200 mg, 93%); Rt 1.01 min (Method 2); m/z 264 (M+H)+ (ES+)...